From a dataset of the Open Reaction Database (ORD), a public repository of structured organic reaction records. describe an organic reaction: reactants, conditions, products, and yield Starting materials: C(C)OC(COC1=CC=C(C(=O)OCC)C=C1)=O (ethyl 4-(2-ethoxy-2-oxoethoxy)benzoate), N1=CC(=CC=C1)CN (3-picolylamine), C1CCC2=NCCCN2CC1 (DBU). The solvent is C(C)O (ethanol). Reaction conditions: time 24 hour. The product is O=C(COC1=CC=C(C(=O)OCC)C=C1)NCC=1C=NC=CC1 (ethyl 4-{2-oxo-2-[(pyridin-3-ylmethyl)amino]ethoxy}benzoate). Yield: 95.4%. Reaction SMILES: C(O[C:4](=[O:18])[CH2:5][O:6][C:7]1[CH:17]=[CH:16][C:10]([C:11]([O:13][CH2:14][CH3:15])=[O:12])=[CH:9][CH:8]=1)C.[N:19]1[CH:24]=[CH:23][CH:22]=[C:21]([CH2:25][NH2:26])[CH:20]=1.C1CCN2C(=NCCC2)CC1>C(O)C>[O:18]=[C:4]([NH:26][CH2:25][C:21]1[CH:20]=[N:19][CH:24]=[CH:23][CH:22]=1)[CH2:5][O:6][C:7]1[CH:8]=[CH:9][C:10]([C:11]([O:13][CH2:14][CH3:15])=[O:12])=[CH:16][CH:17]=1. Reported procedure: 2.9 g (11 mmole) of ethyl 4-(2-ethoxy-2-oxoethoxy)benzoate, 1.4 g (12 mmole) of 3-picolylamine and 2.1 g (1.3 mmole) of DBU were dissolved in ethanol (12 ml), and reaction was then carried out for 24 hours. After the reaction mixture had been concentrated, partition was carried out between ethyl acetate and water. The organic layer was then treated in an ordinary manner to obtain 3.3 g (yield: 90%) of ethyl 4-{2-oxo-2-[(pyridin-3-ylmethyl)amino]ethoxy}benzoate. The reactants are N[C@H]1C2=C(C3=C(NC1=O)C=CC=C3)C=CC=C2 ((S)-7-Amino-5H,7H-dibenzo[b,d]azepin-6-one), COC(C(=O)O)C(=O)NCC(C(F)(F)F)(F)F (2-methoxy-N-(2,2,3,3,3-pentafluoro-propyl)-malonamic acid). Product: COC(C(=O)NC1C2=C(C3=C(NC1=O)C=CC=C3)C=CC=C2)C(=O)NCC(C(F)(F)F)(F)F ((−)-2-methoxy-N-(6-oxo-6,7-dihydro-5H-dibenzo[b,d]azepin-7-yl)-N′-(2,2,3,3,3-pentafluoro-propyl)-malonamide). As a reaction SMILES: [NH2:1][C@@H:2]1[C:8](=[O:9])[NH:7][C:6]2[CH:10]=[CH:11][CH:12]=[CH:13][C:5]=2[C:4]2[CH:14]=[CH:15][CH:16]=[CH:17][C:3]1=2.[CH3:18][O:19][CH:20]([C:24]([NH:26][CH2:27][C:28]([F:34])([F:33])[C:29]([F:32])([F:31])[F:30])=[O:25])[C:21](O)=[O:22]>>[CH3:18][O:19][CH:20]([C:24]([NH:26][CH2:27][C:28]([F:33])([F:34])[C:29]([F:30])([F:31])[F:32])=[O:25])[C:21]([NH:1][CH:2]1[C:8](=[O:9])[NH:7][C:6]2[CH:10]=[CH:11][CH:12]=[CH:13][C:5]=2[C:4]2[CH:14]=[CH:15][CH:16]=[CH:17][C:3]1=2)=[O:22]. Procedure details: (S)-7-Amino-5H,7H-dibenzo[b,d]azepin-6-one was coupled with 2-methoxy-N-(2,2,3,3,3-pentafluoro-propyl)-malonamic acid in analogy to the description in examples 65 and 66 to yield (−)-2-methoxy-N-(6-oxo-6,7-dihydro-5H-dibenzo[b,d]azepin-7-yl)-N′-(2,2,3,3,3-pentafluoro-propyl)-malonamide as white solid, Starting materials: N\C(=C/C(=O)OCC=CC1=CC=C(C=C1)CC=1NC=CN1)\C (3-[4-(1-imidazolylmethyl)phenyl]-2-propen-1-yl 3-aminocrotonate), [N+](=O)([O-])C=1C=C(C=C(C(=O)OC)C(=O)C)C=CC1 (methyl 2-(3-nitrobenzylidene)acetoacetate). Run in C1(=CC=CC=C1)C (toluene). Yields the product CC=1NC(=C(C(C1C(=O)OC\C=C\C1=CC=C(C=C1)CC=1NC=CN1)C1=CC(=CC=C1)[N+](=O)[O-])C(=O)OC)C ((E)-3-[4-(1-imidazolylmethyl)phenyl]-2-propen-1-yl methyl 1,4-dihydro-2,6-dimethyl-4-(3-nitrophenyl)pyridine-3,5-dicarboxylate). As a reaction SMILES: [NH2:1]/[C:2](/[CH3:22])=[CH:3]\[C:4]([O:6][CH2:7][CH:8]=[CH:9][C:10]1[CH:15]=[CH:14][C:13]([CH2:16][C:17]2[NH:18][CH:19]=[CH:20][N:21]=2)=[CH:12][CH:11]=1)=[O:5].[N+:23]([C:26]1[CH:27]=[C:28]([CH:38]=[CH:39][CH:40]=1)[CH:29]=[C:30]([C:35]([CH3:37])=O)[C:31]([O:33][CH3:34])=[O:32])([O-:25])=[O:24]>C1(C)C=CC=CC=1>[CH3:22][C:2]1[NH:1][C:35]([CH3:37])=[C:30]([C:31]([O:33][CH3:34])=[O:32])[CH:29]([C:28]2[CH:38]=[CH:39][CH:40]=[C:26]([N+:23]([O-:25])=[O:24])[CH:27]=2)[C:3]=1[C:4]([O:6][CH2:7]/[CH:8]=[CH:9]/[C:10]1[CH:15]=[CH:14][C:13]([CH2:16][C:17]2[NH:21][CH:20]=[CH:19][N:18]=2)=[CH:12][CH:11]=1)=[O:5]. Reported procedure: 2.97 g (10 mM) of 3-[4-(1-imidazolylmethyl)phenyl]-2-propen-1-yl 3-aminocrotonate and 2.49 g (10 mM) of methyl 2-(3-nitrobenzylidene)acetoacetate were dissolved in 50 ml of toluene and then the solution was refluxed for eight hours. After cooling, the crystals were filtered off and then recrystallized from methanol whereby the captioned compound was obtained. The yield was 4.01 g (76%). Starting materials: ClCCl, Fc1ccc(C2CCN(CC3CNCC3C3CC3)CC2)cc1, O=C(O)c1cccc2cc[nH]c12. The product is O=C(c1cccc2cc[nH]c12)N1CC(CN2CCC(c3ccc(F)cc3)CC2)C(C2CC2)C1. As a reaction SMILES: [Cl:35][CH2:36][Cl:37].[F:1][c:2]1[cH:3][cH:4][c:5]([CH:8]2[CH2:9][CH2:10][N:11]([CH2:14][CH:15]3[CH2:16][NH:17][CH2:18][CH:19]3[CH:20]3[CH2:21][CH2:22]3)[CH2:12][CH2:13]2)[cH:6][cH:7]1.[nH:23]1[cH:24][cH:25][c:26]2[cH:27][cH:28][cH:29][c:30]([C:32](=[O:33])[OH:34])[c:31]12>>[F:1][c:2]1[cH:3][cH:4][c:5]([CH:8]2[CH2:9][CH2:10][N:11]([CH2:14][CH:15]3[CH2:16][N:17]([C:32]([c:30]4[cH:29][cH:28][cH:27][c:26]5[cH:25][cH:24][nH:23][c:31]54)=[O:33])[CH2:18][CH:19]3[CH:20]3[CH2:21][CH2:22]3)[CH2:12][CH2:13]2)[cH:6][cH:7]1. The reactants are C(C)(C)(C)OC(=O)N1CCC=2C(=C(N3N=CC=C3N2)Cl)CC1 (10-chloro-5,6,8,9-tetrahydro-1,4,7,10a-tetraaza-cyclohepta[f]indene-7-carboxylic acid tert-butyl ester), N1CC(C1)C=1OC=C(N1)C (2-azetidin-3-yl-4-methyl-oxazole), amine. Yields the product CC=1N=C(OC1)C1CN(C1)C=1N2N=CC=C2N=C2C1CCNCC2 (10-[3-(4-Methyl-oxazol-2-yl)-azetidin-1-yl]-6,7,8,9-tetrahydro-5H-1,4,7,10a-tetraaza-cyclohepta[f]indene). RXN SMILES: C(OC([N:8]1[CH2:22][CH2:21][C:12]2=[C:13](Cl)[N:14]3[C:18]([N:19]=[C:11]2[CH2:10][CH2:9]1)=[CH:17][CH:16]=[N:15]3)=O)(C)(C)C.[NH:23]1[CH2:26][CH:25]([C:27]2[O:28][CH:29]=[C:30]([CH3:32])[N:31]=2)[CH2:24]1>>[CH3:32][C:30]1[N:31]=[C:27]([CH:25]2[CH2:26][N:23]([C:13]3[N:14]4[C:18]([N:19]=[C:11]5[CH2:10][CH2:9][NH:8][CH2:22][CH2:21][C:12]=35)=[CH:17][CH:16]=[N:15]4)[CH2:24]2)[O:28][CH:29]=1. Reported procedure: The product was prepared using 10-chloro-5,6,8,9-tetrahydro-1,4,7,10a-tetraaza-cyclohepta[f]indene-7-carboxylic acid tert-butyl ester in route 1 (step e and f), in step e (route 1) 2-azetidin-3-yl-4-methyl-oxazole was used as the amine.